This data is from the Open Reaction Database (ORD), a public repository of structured organic reaction records. The task is: describe an organic reaction: reactants, conditions, products, and yield Reactants: C(C1=NC2=CC=CC=C2C=C1)(=O)O (Quinaldic acid), N[C@@H](C(C)C)C(=O)N[C@@H](CC1=CC=CC=C1)[C@@H]([C@@H]([C@H](CC1=CC=CC=C1)NC([C@@H](N)C(C)C)=O)O)O ((2S,3S,4R,5S)-2,5-Di-(N-(valinyl)amino)-3,4-dihydroxy-1,6-diphenylhexane), N=C=N (carbodiimide). The product is N1=C(C=CC2=CC=CC=C12)C(=O)N[C@@H](C(C)C)C(=O)N[C@@H](CC1=CC=CC=C1)[C@@H]([C@@H]([C@H](CC1=CC=CC=C1)NC([C@@H](NC(=O)C1=NC2=CC=CC=C2C=C1)C(C)C)=O)O)O ((2S,3S,4R,5S)-2,5-Di-(N-(quinoline-2-carbonyl)-valinyl-amino)-3,4-dihydroxy-1,6-diphenylhexane). RXN SMILES: [C:1]([OH:13])(=O)[C:2]1[CH:11]=[CH:10][C:9]2[C:4](=[CH:5][CH:6]=[CH:7][CH:8]=2)[N:3]=1.[NH2:14][C@H:15]([C:19]([NH:21][C@H:22]([C@H:30]([OH:49])[C@H:31]([OH:48])[C@@H:32]([NH:40][C:41](=[O:47])[C@H:42]([CH:44]([CH3:46])[CH3:45])[NH2:43])[CH2:33][C:34]1[CH:39]=[CH:38][CH:37]=[CH:36][CH:35]=1)[CH2:23][C:24]1[CH:29]=[CH:28][CH:27]=[CH:26][CH:25]=1)=[O:20])[CH:16]([CH3:18])[CH3:17].N=[C:51]=[NH:52]>>[N:52]1[C:51]2[C:9](=[CH:8][CH:7]=[CH:6][CH:5]=2)[CH:10]=[CH:11][C:2]=1[C:1]([NH:14][C@H:15]([C:19]([NH:21][C@H:22]([C@H:30]([OH:49])[C@H:31]([OH:48])[C@@H:32]([NH:40][C:41](=[O:47])[C@H:42]([CH:44]([CH3:45])[CH3:46])[NH:43][C:1]([C:2]1[CH:11]=[CH:10][C:9]2[C:4](=[CH:5][CH:6]=[CH:7][CH:8]=2)[N:3]=1)=[O:13])[CH2:33][C:34]1[CH:35]=[CH:36][CH:37]=[CH:38][CH:39]=1)[CH2:23][C:24]1[CH:29]=[CH:28][CH:27]=[CH:26][CH:25]=1)=[O:20])[CH:16]([CH3:18])[CH3:17])=[O:13]. Reported procedure: Quinaldic acid was coupled to the resultant compound of Example 319 using the carbodiimide coupling procedure of Example 55 to provide the desired compound. Reactants: COC([C@@H](N)CC1=CC=C(C=C1)NC(=O)C1=C(C=CC=C1Cl)Cl)=O (4-[[(2,6-dichlorophenyl)carbonyl]amino]-L-phenylalanine methyl ester), C1(=CC=CC2=CC=CC=C12)C(=O)O (1-naphthoic acid). The product is COC([C@@H](NC(=O)C1=CC=CC2=CC=CC=C12)CC1=CC=C(C=C1)NC(=O)C1=C(C=CC=C1Cl)Cl)=O (4-[[(2,6-Dichlorophenyl)carbonyl]amino]-N-[(1-naphthyl)carbonyl]-L-phenylalanine methyl ester). The yield is 77.0%. As a reaction SMILES: [CH3:1][O:2][C:3](=[O:24])[C@H:4]([CH2:6][C:7]1[CH:12]=[CH:11][C:10]([NH:13][C:14]([C:16]2[C:21]([Cl:22])=[CH:20][CH:19]=[CH:18][C:17]=2[Cl:23])=[O:15])=[CH:9][CH:8]=1)[NH2:5].[C:25]1([C:35](O)=[O:36])[C:34]2[C:29](=[CH:30][CH:31]=[CH:32][CH:33]=2)[CH:28]=[CH:27][CH:26]=1>>[CH3:1][O:2][C:3](=[O:24])[C@H:4]([CH2:6][C:7]1[CH:8]=[CH:9][C:10]([NH:13][C:14]([C:16]2[C:21]([Cl:22])=[CH:20][CH:19]=[CH:18][C:17]=2[Cl:23])=[O:15])=[CH:11][CH:12]=1)[NH:5][C:35]([C:25]1[C:34]2[C:29](=[CH:30][CH:31]=[CH:32][CH:33]=2)[CH:28]=[CH:27][CH:26]=1)=[O:36]. Reported procedure: 4-[[(2,6-Dichlorophenyl)carbonyl]amino]-N-[(1-naphthyl)carbonyl]-L-phenylalanine methyl ester was prepared in 77% yield from 4-[[(2,6-dichlorophenyl)carbonyl]amino]-L-phenylalanine methyl ester and 1-naphthoic acid using the general procedure described in example 3. HR MS: Obs. mass, 521.1024. Calcd. mass. 521.1053 (M+H).